Task: describe an organic reaction: reactants, conditions, products, and yield. Dataset: the Open Reaction Database (ORD), a public repository of structured organic reaction records Starting materials: C[Si](C)(C)Cl, CC#N, COC=Cc1cccc(-c2nsc(-c3ccc(OC(C)C)c(Cl)c3)n2)c1C, [I-], [Na+], O. Product: Cc1c(CC=O)cccc1-c1nsc(-c2ccc(OC(C)C)c(Cl)c2)n1. RXN SMILES: [CH3:30][Si:31]([Cl:32])([CH3:33])[CH3:34].[CH3:36][C:37]#[N:38].[Cl:1][c:2]1[cH:3][c:4](-[c:12]2[n:13][c:14](-[c:17]3[c:18]([CH3:27])[c:19]([CH:23]=[CH:24][O:25][CH3:26])[cH:20][cH:21][cH:22]3)[n:15][s:16]2)[cH:5][cH:6][c:7]1[O:8][CH:9]([CH3:10])[CH3:11].[I-:29].[Na+:28].[OH2:35]>>[Cl:1][c:2]1[cH:3][c:4](-[c:12]2[n:13][c:14](-[c:17]3[c:18]([CH3:27])[c:19]([CH2:23][CH:24]=[O:25])[cH:20][cH:21][cH:22]3)[n:15][s:16]2)[cH:5][cH:6][c:7]1[O:8][CH:9]([CH3:10])[CH3:11]. Reactants: CS(=O)(=O)Oc1c(Br)ccc2cc(OCc3ccccc3)ccc12, CCO, Cc1ccccc1, [Na+], [Na+], O=C([O-])[O-], O, OB(O)c1ccc(F)cc1. Product: CS(=O)(=O)Oc1c(-c2ccc(F)cc2)ccc2cc(OCc3ccccc3)ccc12. RXN SMILES: [CH2:1]([c:2]1[cH:3][cH:4][cH:5][cH:6][cH:7]1)[O:8][c:9]1[cH:10][c:11]2[cH:12][cH:13][c:14]([Br:24])[c:15]([O:19][S:20](=[O:21])(=[O:22])[CH3:23])[c:16]2[cH:17][cH:18]1.[CH3:41][CH2:42][OH:43].[CH3:44][c:45]1[cH:46][cH:47][cH:48][cH:49][cH:50]1.[Na+:35].[Na+:36].[O-:37][C:38](=[O:39])[O-:40].[OH2:51].[OH:25][B:26]([OH:27])[c:28]1[cH:29][cH:30][c:31]([F:32])[cH:33][cH:34]1>>[CH2:1]([c:2]1[cH:3][cH:4][cH:5][cH:6][cH:7]1)[O:8][c:9]1[cH:10][c:11]2[cH:12][cH:13][c:14](-[c:28]3[cH:29][cH:30][c:31]([F:32])[cH:33][cH:34]3)[c:15]([O:19][S:20](=[O:21])(=[O:22])[CH3:23])[c:16]2[cH:17][cH:18]1. Reactants: CSc1ccc(Br)cc1F, C[S-], [Na+], CN(C)C=O. Yields the product CSc1ccc(Br)cc1SC. As a reaction SMILES: [Br:1][c:2]1[cH:3][c:4]([F:10])[c:5]([S:8][CH3:9])[cH:6][cH:7]1.[CH3:11][S-:12].[Na+:13].[O:14]=[CH:15][N:16]([CH3:17])[CH3:18]>>[Br:1][c:2]1[cH:3][c:4]([S:12][CH3:11])[c:5]([S:8][CH3:9])[cH:6][cH:7]1. Starting materials: C(C1=CC=CC=C1)OC(=O)NC(=N)C1=CC=C(OCCCN2C(C(N(CC2)CC(=O)OC)=O)=O)C=C1 (methyl [4-[3-(4-benzyloxycarbonylamidinophenoxy) propyl]-2,3-dioxopiperazin-1yl]acetate), Cl (hydrochloric acid). The reagents and catalysts are [C].[Pd] (palladium-carbon). Solvent: CO (methanol). Run at time 3 hour. Product: Cl.C(N)(=N)C1=CC=C(OCCCN2C(C(N(CC2)CC(=O)OC)=O)=O)C=C1 (methyl [4-[3-(4-amidinophenoxy)propyl]-2,3-dioxopiperazin-1yl]acetate hydrochloride). Reaction SMILES: C(OC([NH:11][C:12]([C:14]1[CH:36]=[CH:35][C:17]([O:18][CH2:19][CH2:20][CH2:21][N:22]2[CH2:27][CH2:26][N:25]([CH2:28][C:29]([O:31][CH3:32])=[O:30])[C:24](=[O:33])[C:23]2=[O:34])=[CH:16][CH:15]=1)=[NH:13])=O)C1C=CC=CC=1.[ClH:37]>[C].[Pd].CO>[ClH:37].[C:12]([C:14]1[CH:15]=[CH:16][C:17]([O:18][CH2:19][CH2:20][CH2:21][N:22]2[CH2:27][CH2:26][N:25]([CH2:28][C:29]([O:31][CH3:32])=[O:30])[C:24](=[O:33])[C:23]2=[O:34])=[CH:35][CH:36]=1)(=[NH:11])[NH2:13] |f:2.3,5.6|. Procedure details: A mixture of 1.05 g of methyl [4-[3-(4-benzyloxycarbonylamidinophenoxy) propyl]-2,3-dioxopiperazin-1yl]acetate, 0.35 g of 5% palladium-carbon, 0.39 ml of 6N hydrochloric acid and 15 ml of methanol was subjected to hydrogenation at ordinary temperature and atmospheric pressure for 3 hours. Then, the pallasium-carbon was filtered off and the solvent was distilled off under reduced pressure to obtain 0.8 g of methyl [4-[3-(4-amidinophenoxy)propyl]-2,3-dioxopiperazin-1yl]acetate hydrochloride. The c... Starting materials: NC1=C2C(=NC=N1)N(N=C2C2=C(C=C(C=C2)OC2=C(C(=CC=C2)F)F)F)C[C@H]2N(CCC2)C(=O)OC(C)(C)C ((2S)-tert-butyl 2-((4-amino-3-(4-(2,3-difluorophenoxy)-2-fluorophenyl)-1H-pyrazolo[3,4-d]pyrimidin-1-yl)methyl)pyrrolidine-1-carboxylate), FC(C(=O)O)(F)F (trifluoroacetic acid). Solvent: C(Cl)Cl (DCM). Run at time 4 hour. Product: FC(C(=O)O)(F)F.N1N=CC=2C1=NC=NC2N (1H-pyrazolo[3,4-d]pyrimidin-4-amine trifluoroacetic acid salt). As a reaction SMILES: [NH2:1][C:2]1[N:7]=[CH:6][N:5]=[C:4]2[N:8](C[C@@H]3CCCN3C(OC(C)(C)C)=O)[N:9]=[C:10](C3C=CC(OC4C=CC=C(F)C=4F)=CC=3F)[C:3]=12.[F:40][C:41]([F:46])([F:45])[C:42]([OH:44])=[O:43]>C(Cl)Cl>[F:40][C:41]([F:46])([F:45])[C:42]([OH:44])=[O:43].[NH:8]1[C:4]2=[N:5][CH:6]=[N:7][C:2]([NH2:1])=[C:3]2[CH:10]=[N:9]1 |f:3.4|. Procedure: To a solution of (2S)-tert-butyl 2-((4-amino-3-(4-(2,3-difluorophenoxy)-2-fluorophenyl)-1H-pyrazolo[3,4-d]pyrimidin-1-yl)methyl)pyrrolidine-1-carboxylate (1.97 g, 3.65 mmol, 1.00 equiv) in DCM (30 mL) was added trifluoroacetic acid (7.5 mL). The resulting solution was stirred for 4 h at room temperature. This solution was concentrated under reduced pressure. This resulted in 2.4 g (Crude) of 3-(4-(2,3-difluorophenoxy)-2-fluorophenyl)-1-(S)-pyrrolidin-2-ylmethyl)-1H-pyrazolo[3,4-d]pyrimidin-4-ami... The reactants are FC=1C(=NC2=CC(=CC=C2C1)OC)C (3-Fluoro-7-methoxy-2-methylquinoline), CO (methanol), B(Br)(Br)Br (boron tribromide), solution. Run in ClCCl (dichloromethane), ClCCl (dichloromethane). Run at time 24 hour. Product: FC=1C(=NC2=CC(=CC=C2C1)O)C (3-fluoro-7-hydroxy-2-methylquinoline). RXN SMILES: [F:1][C:2]1[C:3]([CH3:14])=[N:4][C:5]2[C:10]([CH:11]=1)=[CH:9][CH:8]=[C:7]([O:12]C)[CH:6]=2.B(Br)(Br)Br.CO>ClCCl>[F:1][C:2]1[C:3]([CH3:14])=[N:4][C:5]2[C:10]([CH:11]=1)=[CH:9][CH:8]=[C:7]([OH:12])[CH:6]=2. Reported procedure: 3-Fluoro-7-methoxy-2-methylquinoline (0.16 g, 0.85 mmol) was taken up in dichloromethane (4 ml) under nitrogen and treated with boron tribromide solution (4 ml of a 1.0M solution in dichloromethane, 4.0 mmol). The reaction was stirred for 24 hours at ambient temperature followed by the slow addition of excess methanol. The solution was stirred for a further 2 hours and then evaporated to dryness to give 3-fluoro-7-hydroxy-2-methylquinoline which was used without further purification. Starting materials: N(=NC(=O)OC(C)(C)C)C(=O)OC(C)(C)C (Di-tert-butyl azodicarboxylate), ClC1=NC=NC2=CC(=C(C=C12)O)OC (4-chloro-7-methoxyquinazolin-6-ol), N1(CCOCC1)CCCO (3-morpholin-4-ylpropan-1-ol), C1(=CC=CC=C1)P(C1=CC=CC=C1)C1=CC=CC=C1 (triphenylphosphine). Run in ClCCl (dichloromethane). Conditions: time 2 hour. Yields the product ClC1=NC=NC2=CC(=C(C=C12)OCCCN1CCOCC1)OC (4-chloro-7-methoxy-6-(3-morpholin-4-ylpropoxy)quinazoline). Yield: 66.5%. As a reaction SMILES: N(C(OC(C)(C)C)=O)=NC(OC(C)(C)C)=O.[Cl:17][C:18]1[C:27]2[C:22](=[CH:23][C:24]([O:29][CH3:30])=[C:25]([OH:28])[CH:26]=2)[N:21]=[CH:20][N:19]=1.[N:31]1([CH2:37][CH2:38][CH2:39]O)[CH2:36][CH2:35][O:34][CH2:33][CH2:32]1.C1(P(C2C=CC=CC=2)C2C=CC=CC=2)C=CC=CC=1>ClCCl>[Cl:17][C:18]1[C:27]2[C:22](=[CH:23][C:24]([O:29][CH3:30])=[C:25]([O:28][CH2:39][CH2:38][CH2:37][N:31]3[CH2:36][CH2:35][O:34][CH2:33][CH2:32]3)[CH:26]=2)[N:21]=[CH:20][N:19]=1. Reported procedure: Di-tert-butyl azodicarboxylate (1.44 g, 6.26 mmol) was added portionwise at room temperature to a stirred suspension of 4-chloro-7-methoxyquinazolin-6-ol (1.20 g, 5.70 mmol), 3-morpholin-4-ylpropan-1-ol (0.91 g, 6.27 mmol) and triphenylphosphine (1.8 g, 6.87 mmol) in dichloromethane (25 ml). The reaction mixture was stirred for 2 hours and then the resulting orange solution was purified directly by silica gel chromatography eluting with a mixture of 5% methanol in dichloromethane to give 4-chlor... The reactants are Cl (HCl), C(C)(C)(C)OC(=O)N(CCCSC1=NC2=C(N1CC(=O)OC(C)(C)C)C=CC=C2)CCC2=CC=CC=C2 (tert-Butyl {2-[3-(tert-butoxycarbonyl-phenethyl-amino)-propylsulfanyl]-benzoimidazol-1-yl}-acetate), [OH-].[Na+] (NaOH), C1CCOC1 (THF). The solvent is ClCCl (dichloromethane), O (water). Run at time 8 hour. Yields the product C(C)(C)(C)OC(=O)N(CCCSC1=NC2=C(N1CC(=O)O)C=CC=C2)CCC2=CC=CC=C2 ({2-[3-(tert-Butoxycarbonyl-phenethyl-amino)-propylsulfanyl]-benzoimidazol-1-yl}-acetic acid). As a reaction SMILES: [C:1]([O:5][C:6]([N:8]([CH2:30][CH2:31][C:32]1[CH:37]=[CH:36][CH:35]=[CH:34][CH:33]=1)[CH2:9][CH2:10][CH2:11][S:12][C:13]1[N:17]([CH2:18][C:19]([O:21]C(C)(C)C)=[O:20])[C:16]2[CH:26]=[CH:27][CH:28]=[CH:29][C:15]=2[N:14]=1)=[O:7])([CH3:4])([CH3:3])[CH3:2].[OH-].[Na+].C1COCC1.Cl>ClCCl.O>[C:1]([O:5][C:6]([N:8]([CH2:30][CH2:31][C:32]1[CH:37]=[CH:36][CH:35]=[CH:34][CH:33]=1)[CH2:9][CH2:10][CH2:11][S:12][C:13]1[N:17]([CH2:18][C:19]([OH:21])=[O:20])[C:16]2[CH:26]=[CH:27][CH:28]=[CH:29][C:15]=2[N:14]=1)=[O:7])([CH3:4])([CH3:2])[CH3:3] |f:1.2|. Procedure: tert-Butyl {2-[3-(tert-butoxycarbonyl-phenethyl-amino)-propylsulfanyl]-benzoimidazol-1-yl}-acetate (Precursor J-01b, 12.7 mg, 0.025 mmol) is suspended in an aqueous 0.2 M NaOH solution (0.67 ml). After addition of THF (1.3 ml) the resulting solution is allowed to stir overnight at rt. It is then treated with 1 M aqueous HCl (3.35 ml), water (2 ml) and dichloromethane (3 ml). The phases are separated and the dichloromethane is removed under reduced pressure. Drying under high vacuum yields the pu...